This data is from the Open Reaction Database (ORD), a public repository of structured organic reaction records. The task is: describe an organic reaction: reactants, conditions, products, and yield Reactants: C(C1=CC=CC=C1)(C1=CC=CC=C1)N1CC2(C1)N(C=NC2=O)C (2-benzhydryl-5-methyl-2,5,7-triazaspiro[3.4]oct-6-en-8-one), Cl (HCl). The reagents and catalysts are [OH-].[OH-].[Pd+2] (Pd(OH)2 on carbon). Run in CO (methanol), C(C)OCC (diethyl ether), C(C)OCC (diethyl ether). The product is Cl.CN1C2(CNC2)C(NC1)=O (5-Methyl-2,5,7-triazaspiro[3.4]octan-8-one, Hydrochloride Salt). Reaction SMILES: C([N:14]1[CH2:17][C:16]2([C:21](=[O:22])[N:20]=[CH:19][N:18]2[CH3:23])[CH2:15]1)(C1C=CC=CC=1)C1C=CC=CC=1.[ClH:24]>CO.C(OCC)C.[OH-].[OH-].[Pd+2]>[ClH:24].[CH3:23][N:18]1[CH2:19][NH:20][C:21](=[O:22])[C:16]21[CH2:17][NH:14][CH2:15]2 |f:4.5.6,7.8|. Procedure details: To a solution of 2-benzhydryl-5-methyl-2,5,7-triazaspiro[3.4]oct-6-en-8-one (I-5A-10a; 189 mg, 0.619 mmol) in methanol (30 ml) was added 1 M HCl in diethyl ether (1.3 ml). After the addition of 20% Pd(OH)2 on carbon (50% water; 95 mg), the mixture was placed on a Parr® shaker and then reduced (50 psi H2) at room temperature for 5 hours. The reaction was filtered through a 0.45 μM disk, and then concentrated, in vacuo, to give a solid. Trituration from diethyl ether afforded I-5A-10b (124 mg, 94%... Starting materials: CNC.C1CCOC1 (Dimethylamine THF), ClCC(=O)NCC1=C2CN(C(C2=CC=C1)=O)C1C(NC(CC1)=O)=O (2-chloro-N-[2-(2,6-dioxo-piperidin-3-yl)-1-oxo-2,3-dihydro-1H-isoindol-4-ylmethyl]-acetamide). The solvent is CN(C)C=O (DMF). Run at time 8 hour. Yields the product Cl.CN(CC(=O)NCC1=C2CN(C(C2=CC=C1)=O)C1C(NC(CC1)=O)=O)C (2-dimethylamino-N-[2-(2,6-dioxo-piperidin-3-yl)-1-oxo-2,3-dihydro-1H-isoindol-4-ylmethyl]-acetamide hydrochloride). Isolated yield 57.2%. RXN SMILES: [CH3:1][NH:2][CH3:3].C1COCC1.[Cl:9][CH2:10][C:11]([NH:13][CH2:14][C:15]1[CH:23]=[CH:22][CH:21]=[C:20]2[C:16]=1[CH2:17][N:18]([CH:25]1[CH2:30][CH2:29][C:28](=[O:31])[NH:27][C:26]1=[O:32])[C:19]2=[O:24])=[O:12]>CN(C=O)C>[ClH:9].[CH3:1][N:2]([CH3:3])[CH2:10][C:11]([NH:13][CH2:14][C:15]1[CH:23]=[CH:22][CH:21]=[C:20]2[C:16]=1[CH2:17][N:18]([CH:25]1[CH2:30][CH2:29][C:28](=[O:31])[NH:27][C:26]1=[O:32])[C:19]2=[O:24])=[O:12] |f:0.1,4.5|. Procedure details: Dimethylamine/THF (2M, 6.1 mL, 12.3 mmol) was added to a stirred solution of 2-chloro-N-[2-(2,6-dioxo-piperidin-3-yl)-1-oxo-2,3-dihydro-1H-isoindol-4-ylmethyl]-acetamide (1.0 g, 3.1 mmol) in DMF (30 mL). The resulting solution was stirred at room temperature overnight. The mixture was concentrated, and the residue was stirred with CH2Cl2 (15 mL). The mixture was filtered, and the solid was dissolved in H2O (10 mL). 4N HCl (1.5 mL) was added and stirred for 30 minutes. The resulting solution was ... Starting materials: CCO, CCOC(=O)c1cc(C2CC2)ccc1Nc1cnc(-c2ccccc2)c(C)c1, [Na+], [OH-], O. Yields the product Cc1cc(Nc2ccc(C3CC3)cc2C(=O)O)cnc1-c1ccccc1. Reaction SMILES: [CH3:31][CH2:32][OH:33].[CH:1]1([c:4]2[cH:5][cH:6][c:7]([NH:15][c:16]3[cH:17][n:18][c:19](-[c:23]4[cH:24][cH:25][cH:26][cH:27][cH:28]4)[c:20]([CH3:22])[cH:21]3)[c:8]([C:9](=[O:10])[O:11][CH2:12][CH3:13])[cH:14]2)[CH2:2][CH2:3]1.[Na+:30].[OH-:29].[OH2:34]>>[CH:1]1([c:4]2[cH:5][cH:6][c:7]([NH:15][c:16]3[cH:17][n:18][c:19](-[c:23]4[cH:24][cH:25][cH:26][cH:27][cH:28]4)[c:20]([CH3:22])[cH:21]3)[c:8]([C:9](=[O:10])[OH:11])[cH:14]2)[CH2:2][CH2:3]1. Reactants: FC(C1=C(CN2N=CC3=CC(=CC=C23)C=C2C(N=C(S2)SCC)=O)C=CC(=C1)C(F)(F)F)(F)F (5-[1-(2,4-Bis-trifluoromethyl-benzyl)-1H-indazol-5-ylmethylene]-2-ethylsulfanyl-thiazol-4-one), OC1(CCNCC1)C(=O)O (4-Hydroxy-piperidine-4-carboxylic acid). Yields the product FC(C1=C(CN2N=CC3=CC(=CC=C23)C=C2C(N=C(S2)N2CCC(CC2)(C(=O)O)O)=O)C=CC(=C1)C(F)(F)F)(F)F (1-[5-({1-[2,4-Bis(trifluoromethyl)benzyl]-1H-indazol-5-yl}methylidene)-4-oxo-4,5-dihydro-1,3-thiazol-2-yl]-4-hydroxypiperidine-4-carboxylic acid). As a reaction SMILES: [F:1][C:2]([F:34])([F:33])[C:3]1[CH:28]=[C:27]([C:29]([F:32])([F:31])[F:30])[CH:26]=[CH:25][C:4]=1[CH2:5][N:6]1[C:14]2[C:9](=[CH:10][C:11]([CH:15]=[C:16]3[S:20][C:19](SCC)=[N:18][C:17]3=[O:24])=[CH:12][CH:13]=2)[CH:8]=[N:7]1.[OH:35][C:36]1([C:42]([OH:44])=[O:43])[CH2:41][CH2:40][NH:39][CH2:38][CH2:37]1>>[F:34][C:2]([F:1])([F:33])[C:3]1[CH:28]=[C:27]([C:29]([F:30])([F:32])[F:31])[CH:26]=[CH:25][C:4]=1[CH2:5][N:6]1[C:14]2[C:9](=[CH:10][C:11]([CH:15]=[C:16]3[S:20][C:19]([N:39]4[CH2:40][CH2:41][C:36]([OH:35])([C:42]([OH:44])=[O:43])[CH2:37][CH2:38]4)=[N:18][C:17]3=[O:24])=[CH:12][CH:13]=2)[CH:8]=[N:7]1. Procedure: 1-[5-({1-[2,4-Bis(trifluoromethyl)benzyl]-1H-indazol-5-yl}methylidene)-4-oxo-4,5-dihydro-1,3-thiazol-2-yl]-4-hydroxypiperidine-4-carboxylic acid was prepared from 5-[1-(2,4-Bis-trifluoromethyl-benzyl)-1H-indazol-5-ylmethylene]-2-ethylsulfanyl-thiazol-4-one and 4-Hydroxy-piperidine-4-carboxylic acid following General Procedure C. Reactants: CC1(C)OCC(CSCc2ccccc2)(C(C)(C)C)CO1, CO, O. The product is CC(C)(C)C(CO)(CO)CSCc1ccccc1. Reaction SMILES: [CH2:1]([c:2]1[cH:3][cH:4][cH:5][cH:6][cH:7]1)[S:8][CH2:9][C:10]1([C:18]([CH3:19])([CH3:20])[CH3:21])[CH2:11][O:12][C:13]([CH3:16])([CH3:17])[O:14][CH2:15]1.[CH3:23][OH:24].[OH2:22]>>[CH2:1]([c:2]1[cH:3][cH:4][cH:5][cH:6][cH:7]1)[S:8][CH2:9][C:10]([CH2:11][OH:12])([CH2:15][OH:14])[C:18]([CH3:19])([CH3:20])[CH3:21]. Starting materials: CC(=O)[O-], CCO, O=C1c2c(Cl)cccc2CN2C(=O)CCC12, Cl, NO, [Na+], O, O, O, O. Product: O=C1c2c(Cl)cccc2CN2C(=NO)CCC12. RXN SMILES: [C:20]([O-:21])(=[O:22])[CH3:23].[CH3:28][CH2:29][OH:30].[Cl:1][c:2]1[c:3]2[c:8]([cH:9][cH:10][cH:11]1)[CH2:7][N:6]1[CH:5]([C:4]2=[O:16])[CH2:14][CH2:13][C:12]1=[O:15].[ClH:25].[NH2:26][OH:27].[Na+:24].[OH2:17].[OH2:18].[OH2:19].[OH2:31]>>[Cl:1][c:2]1[c:3]2[c:8]([cH:9][cH:10][cH:11]1)[CH2:7][N:6]1[CH:5]([C:4]2=[O:16])[CH2:14][CH2:13][C:12]1=[N:26][OH:17]. Solvent: ClCCl (dichloromethane), C(O)([O-])=O.[Na+] (sodium hydrogen carbonate), O (water). The yield is 80.2%. Yields the product COC=1C=CC2=C(CCCC(C2)=O)C1 (2-methoxy-5,7,8,9-tetrahydro-benzocyclohepten-6-one). Procedure: A solution of 2,6,6-trimethoxy-6,7,8,9-tetrahydro-5H-benzocycloheptene (387 mg) and p-toluenesulfonic acid monohydrate (31 mg) was stirred in 5 mL of 1:1 water:acetone. The mixture was diluted with 50 mL of dichloromethane and 50 mL of saturated sodium hydrogen carbonate. The aqueous layer was re-extracted with 50 mL more dichloromethane and the combined organics were dried over sodium sulfate. Evaporation of the solvent gave 250 mg of 2-methoxy-5,7,8,9-tetrahydro-benzocyclohepten-6-one, which w... Starting materials: COC=1C=CC2=C(CCCC(C2)(OC)OC)C1 (2,6,6-trimethoxy-6,7,8,9-tetrahydro-5H-benzocycloheptene), O.C1(=CC=C(C=C1)S(=O)(=O)O)C (p-toluenesulfonic acid monohydrate), CC(=O)C (acetone). As a reaction SMILES: [CH3:1][O:2][C:3]1[CH:4]=[CH:5][C:6]2[CH2:12][C:11](OC)([O:13]C)[CH2:10][CH2:9][CH2:8][C:7]=2[CH:17]=1.O.C1(C)C=CC(S(O)(=O)=O)=CC=1.CC(C)=O>O.ClCCl.C(=O)([O-])O.[Na+]>[CH3:1][O:2][C:3]1[CH:4]=[CH:5][C:6]2[CH2:12][C:11](=[O:13])[CH2:10][CH2:9][CH2:8][C:7]=2[CH:17]=1 |f:1.2,6.7|. Reactants: C1(=CC=CC=C1)C1=CC=C(C=C1)O (4-phenylphenol), N1=CC=CC=C1 (pyridine), ClC(=O)OC1=CC=C(C=C1)[N+](=O)[O-] (4-nitrophenyl chloroformate). Solvent: C(Cl)Cl (methylene chloride), C(Cl)Cl (methylene chloride). Run at time 2 hour. The product is C1(=CC=CC=C1)C1=CC=C(C=C1)OC(OC1=CC=C(C=C1)[N+](=O)[O-])=O (Carbonic acid (4-nitrophenyl)ester (4-phenylphenyl)ester). Yield: 91.6%. RXN SMILES: [C:1]1([C:7]2[CH:12]=[CH:11][C:10]([OH:13])=[CH:9][CH:8]=2)[CH:6]=[CH:5][CH:4]=[CH:3][CH:2]=1.N1C=CC=CC=1.Cl[C:21]([O:23][C:24]1[CH:29]=[CH:28][C:27]([N+:30]([O-:32])=[O:31])=[CH:26][CH:25]=1)=[O:22]>C(Cl)Cl>[C:1]1([C:7]2[CH:8]=[CH:9][C:10]([O:13][C:21](=[O:22])[O:23][C:24]3[CH:25]=[CH:26][C:27]([N+:30]([O-:32])=[O:31])=[CH:28][CH:29]=3)=[CH:11][CH:12]=2)[CH:2]=[CH:3][CH:4]=[CH:5][CH:6]=1. Procedure details: A solution of 4-phenylphenol (25.0 g, 0.15 mol) and pyridine (11.89 ml, 0.15 mol) in 250 ml of methylene chloride were added dropwise under nitrogen to a solution of 4-nitrophenyl chloroformate (29.65 g, 0.15 mol) in 200 ml of methylene chloride at ice bath temperature. The reaction was stirred at ice bath temperature for approximately two hours and then overnight at room temperature. The reaction was extracted one time with 1N HCl, multiple times with saturated Na2CO3, dried (MgSO4) and the sol... Reactants: CC(C)O, CC(C)(C)c1ccc(OCCCCl)cc1, OC(c1ccc(F)cc1)(c1ccc(F)cc1)C1CCNCC1, [I-], [K+]. Product: CC(C)(C)c1ccc(OCCCN2CCC(C(O)(c3ccc(F)cc3)c3ccc(F)cc3)CC2)cc1. Reaction SMILES: [CH:40]([OH:41])([CH3:42])[CH3:43].[Cl:23][CH2:24][CH2:25][CH2:26][O:27][c:28]1[cH:29][cH:30][c:31]([C:34]([CH3:35])([CH3:36])[CH3:37])[cH:32][cH:33]1.[F:1][c:2]1[cH:3][cH:4][c:5]([C:8]([OH:9])([CH:10]2[CH2:11][CH2:12][NH:13][CH2:14][CH2:15]2)[c:16]2[cH:17][cH:18][c:19]([F:22])[cH:20][cH:21]2)[cH:6][cH:7]1.[I-:39].[K+:38]>>[F:1][c:2]1[cH:3][cH:4][c:5]([C:8]([OH:9])([CH:10]2[CH2:11][CH2:12][N:13]([CH2:24][CH2:25][CH2:26][O:27][c:28]3[cH:29][cH:30][c:31]([C:34]([CH3:35])([CH3:36])[CH3:37])[cH:32][cH:33]3)[CH2:14][CH2:15]2)[c:16]2[cH:17][cH:18][c:19]([F:22])[cH:20][cH:21]2)[cH:6][cH:7]1.